This data is from the Open Reaction Database (ORD), a public repository of structured organic reaction records. The task is: describe an organic reaction: reactants, conditions, products, and yield Reactants: OCCN1CCN(CC1)CC(=O)NC=1C(=NC(=CC1SC)C)SC (2-[4-(2-hydroxyethyl)piperazin-1-yl]-N-[2,4-bis(methylthio)-6-methylpyridin-3-yl]acetamide), ClC=1C=C(C2=C(N=C(O2)S)C1C)C(C)C (5-chloro-7-isopropyl-2-mercapto-4-methylbenzoxazole), OCCN1CCN(CC1)CC(=O)NC=1C(=NC(=CC1OCC(F)(F)F)C)OCC(F)(F)F (2-[4-(2-hydroxyethyl)piperazin-1-yl]-N-[2,4 bis(2,2,2-trifluoroethoxy)-6-methylpyridin-3-yl]acetamide), SC=1NC2=C(N1)C=CC=C2 (2-mercaptobenzimidazole). RXN SMILES: OCCN1CCN(CC(NC2C(SC)=NC(C)=CC=2SC)=O)CC1.O[CH2:26][CH2:27][N:28]1[CH2:33][CH2:32][N:31]([CH2:34][C:35]([NH:37][C:38]2[C:39]([O:51][CH2:52][C:53]([F:56])([F:55])[F:54])=[N:40][C:41]([CH3:50])=[CH:42][C:43]=2[O:44][CH2:45][C:46]([F:49])([F:48])[F:47])=[O:36])[CH2:30][CH2:29]1.SC1NC2C=CC=CC=2N=1.[Cl:67][C:68]1[CH:69]=[C:70]([CH:79]([CH3:81])[CH3:80])[C:71]2[O:75][C:74]([SH:76])=[N:73][C:72]=2[C:77]=1[CH3:78]>>[Cl:67][C:68]1[CH:69]=[C:70]([CH:79]([CH3:81])[CH3:80])[C:71]2[O:75][C:74]([S:76][CH2:26][CH2:27][N:28]3[CH2:33][CH2:32][N:31]([CH2:34][C:35]([NH:37][C:38]4[C:39]([O:51][CH2:52][C:53]([F:54])([F:55])[F:56])=[N:40][C:41]([CH3:50])=[CH:42][C:43]=4[O:44][CH2:45][C:46]([F:48])([F:47])[F:49])=[O:36])[CH2:30][CH2:29]3)=[N:73][C:72]=2[C:77]=1[CH3:78]. Procedure details: The reaction and treatments of Example 12 were repeated, except that 2-[4-(2-hydroxyethyl)piperazin-1-yl]-N-[2,4-bis(methylthio)-6-methylpyridin-3-yl]acetamide was replaced by 2-[4-(2-hydroxyethyl)piperazin-1-yl]-N-[2,4 bis(2,2,2-trifluoroethoxy)-6-methylpyridin-3-yl]acetamide, and 2-mercaptobenzimidazole was replaced by 5-chloro-7-isopropyl-2-mercapto-4-methylbenzoxazole, to thereby yield the title compound as a colorless crystalline powder. Yields the product ClC=1C=C(C2=C(N=C(O2)SCCN2CCN(CC2)CC(=O)NC=2C(=NC(=CC2OCC(F)(F)F)C)OCC(F)(F)F)C1C)C(C)C (2-[4-[2-(5-chloro-7-isopropyl-4-methylbenzoxazol-2-ylthio)ethyl]piperazin-1-yl]-N-[2,4-bis(2,2,2-trifluoroethoxy)-6-methylpyridin-3-yl]acetamide).